Dataset: the Open Reaction Database (ORD), a public repository of structured organic reaction records. Task: describe an organic reaction: reactants, conditions, products, and yield Reactants: CC(C)(C)OC(=O)N1CCC2(CC1)CO2, CNCCCN1CN(c2ccccc2)C2(CCN(CCC3CCC4CC3C4(C)C)CC2)C1=O, CCO. Yields the product CN(CCCN1CN(c2ccccc2)C2(CCN(CCC3CCC4CC3C4(C)C)CC2)C1=O)CC1(O)CCN(C(=O)OC(C)(C)C)CC1. Reaction SMILES: [C:34]([CH3:35])([CH3:36])([CH3:37])[O:38][C:39](=[O:40])[N:41]1[CH2:42][CH2:43][C:44]2([CH2:45][O:46]2)[CH2:47][CH2:48]1.[CH3:1][C:2]1([CH3:33])[CH:3]2[CH2:4][CH2:5][CH:6]([CH2:9][CH2:10][N:11]3[CH2:12][CH2:13][C:14]4([C:15](=[O:30])[N:16]([CH2:25][CH2:26][CH2:27][NH:28][CH3:29])[CH2:17][N:18]4[c:19]4[cH:20][cH:21][cH:22][cH:23][cH:24]4)[CH2:31][CH2:32]3)[CH:7]1[CH2:8]2.[CH3:49][CH2:50][OH:51]>>[CH3:1][C:2]1([CH3:33])[CH:3]2[CH2:4][CH2:5][CH:6]([CH2:9][CH2:10][N:11]3[CH2:12][CH2:13][C:14]4([C:15](=[O:30])[N:16]([CH2:25][CH2:26][CH2:27][N:28]([CH3:29])[CH2:45][C:44]5([OH:46])[CH2:43][CH2:42][N:41]([C:39]([O:38][C:34]([CH3:35])([CH3:36])[CH3:37])=[O:40])[CH2:48][CH2:47]5)[CH2:17][N:18]4[c:19]4[cH:20][cH:21][cH:22][cH:23][cH:24]4)[CH2:31][CH2:32]3)[CH:7]1[CH2:8]2. Yields the product CCN(CC)C(F)(F)C(F)C(F)(F)F. RXN SMILES: [CH2:10]([CH3:11])[NH:12][CH2:13][CH3:14].[CH2:15]([Cl:16])[Cl:17].[F:1][C:2]([C:3](=[C:4]([F:5])[F:6])[F:7])([F:8])[F:9]>>[F:1][C:2]([CH:3]([C:4]([F:5])([F:6])[N:12]([CH2:10][CH3:11])[CH2:13][CH3:14])[F:7])([F:8])[F:9]. Reactants: CCNCC, ClCCl, FC(F)=C(F)C(F)(F)F. Reactants: O=C([O-])O, CCO, [Na+], CCCc1ccccc1OCCCOc1ccc2c(=O)cc(C(=O)OCC)oc2c1. Yields the product CCCc1ccccc1OCCCOc1ccc2c(=O)cc(C(=O)O)oc2c1. Reaction SMILES: [C:31](=[O:32])([OH:33])[O-:34].[CH3:36][CH2:37][OH:38].[Na+:35].[O:1]=[c:2]1[cH:3][c:4]([C:26](=[O:27])[O:28][CH2:29][CH3:30])[o:5][c:6]2[c:7]1[cH:8][cH:9][c:10]([O:12][CH2:13][CH2:14][CH2:15][O:16][c:17]1[c:18]([CH2:23][CH2:24][CH3:25])[cH:19][cH:20][cH:21][cH:22]1)[cH:11]2>>[O:1]=[c:2]1[cH:3][c:4]([C:26](=[O:27])[OH:28])[o:5][c:6]2[c:7]1[cH:8][cH:9][c:10]([O:12][CH2:13][CH2:14][CH2:15][O:16][c:17]1[c:18]([CH2:23][CH2:24][CH3:25])[cH:19][cH:20][cH:21][cH:22]1)[cH:11]2. The reactants are [Br-], C1CCOC1, C[Mg+], CSc1nc(Cl)cc(Cl)n1. Product: CSc1nc(C)cc(Cl)n1. Reaction SMILES: [Br-:11].[CH2:14]1[O:15][CH2:16][CH2:17][CH2:18]1.[CH3:12][Mg+:13].[Cl:1][c:2]1[n:3][c:4]([S:9][CH3:10])[n:5][c:6]([Cl:8])[cH:7]1>>[Cl:1][c:2]1[n:3][c:4]([S:9][CH3:10])[n:5][c:6]([CH3:12])[cH:7]1. Reactants: C([O-])(O)=O.[Na+] (sodium bicarbonate), BrC=1C=CC(=C(CC2CN(C2)C(C(F)(F)F)=O)C1)O (1-[3-(5-bromo-2-hydroxy-benzyl)-azetidin-1-yl]-2,2,2-trifluoro-ethanone), C(=O)([O-])[O-].[Cs+].[Cs+] (Cs2CO3), BrCC=1OC(=CC1)C(F)(F)F (2-bromomethyl-5-trifluoromethyl-furan). Product: BrC=1C=CC(=C(CC2CN(C2)C(C(F)(F)F)=O)C1)OCC=1OC(=CC1)C(F)(F)F (1-{3-[5-Bromo-2-(5-trifluoromethyl-furan-2-ylmethoxy)-benzyl]-azetidin-1-yl}-2,2,2-trifluoro-ethanone). Isolated yield 91.9%. Reported procedure: To a solution of 1-[3-(5-bromo-2-hydroxy-benzyl)-azetidin-1-yl]-2,2,2-trifluoro-ethanone (59 mg, 0.17 mmol) in DMF (10 mL) was added KI (40 mg, 0.24 mmol), Cs2CO3 (170 mg, 0.51 mmol) and 2-bromomethyl-5-trifluoromethyl-furan (56 mg, 0.24 mmol). After 16 h, saturated sodium bicarbonate solution and EtOAc were added. The aqueous portion was extracted three times with EtOAc and the combined organic were dried (Na2SO4) and concentrated. The crude product was purified by RP HPLC (basic conditions) to... The solvent is CCOC(=O)C (EtOAc), CN(C)C=O (DMF). Reaction conditions: time 16 hour. RXN SMILES: [Br:1][C:2]1[CH:3]=[CH:4][C:5]([OH:19])=[C:6]([CH:18]=1)[CH2:7][CH:8]1[CH2:11][N:10]([C:12](=[O:17])[C:13]([F:16])([F:15])[F:14])[CH2:9]1.C([O-])([O-])=O.[Cs+].[Cs+].Br[CH2:27][C:28]1[O:29][C:30]([C:33]([F:36])([F:35])[F:34])=[CH:31][CH:32]=1.C(=O)(O)[O-].[Na+]>CN(C=O)C.CCOC(C)=O>[Br:1][C:2]1[CH:3]=[CH:4][C:5]([O:19][CH2:27][C:28]2[O:29][C:30]([C:33]([F:36])([F:35])[F:34])=[CH:31][CH:32]=2)=[C:6]([CH:18]=1)[CH2:7][CH:8]1[CH2:11][N:10]([C:12](=[O:17])[C:13]([F:15])([F:16])[F:14])[CH2:9]1 |f:1.2.3,5.6|. The product is CCOC(=O)C(C)(C)Cc1c(C(=O)CC(C)(C)C)c2cc(O)ccn2c1C(=O)c1ccc(Cl)cc1. The reactants are [Al+3], CCS, [Cl-], [Cl-], [Cl-], CCOC(=O)C(C)(C)Cc1c(C(=O)CC(C)(C)C)c2cc(OC)ccn2c1C(=O)c1ccc(Cl)cc1, ClCCl. Reaction SMILES: [Al+3:38].[CH2:41]([SH:42])[CH3:43].[Cl-:37].[Cl-:39].[Cl-:40].[Cl:1][c:2]1[cH:3][cH:4][c:5]([C:8](=[O:9])[c:10]2[c:11]([CH2:28][C:29]([C:30](=[O:31])[O:32][CH2:33][CH3:34])([CH3:35])[CH3:36])[c:12]([C:21]([CH2:22][C:23]([CH3:24])([CH3:25])[CH3:26])=[O:27])[c:13]3[cH:14][c:15]([O:19][CH3:20])[cH:16][cH:17][n:18]23)[cH:6][cH:7]1.[Cl:44][CH2:45][Cl:46]>>[Cl:1][c:2]1[cH:3][cH:4][c:5]([C:8](=[O:9])[c:10]2[c:11]([CH2:28][C:29]([C:30](=[O:31])[O:32][CH2:33][CH3:34])([CH3:35])[CH3:36])[c:12]([C:21]([CH2:22][C:23]([CH3:24])([CH3:25])[CH3:26])=[O:27])[c:13]3[cH:14][c:15]([OH:19])[cH:16][cH:17][n:18]23)[cH:6][cH:7]1. The reactants are CC(C)n1c(=O)[nH]n(-c2ccc(Cl)cc2F)c1=O, O=P(Cl)(Cl)Cl. The product is CC(C)n1c(Cl)nn(-c2ccc(Cl)cc2F)c1=O. Reaction SMILES: [CH:1]([CH3:2])([CH3:3])[n:4]1[c:5](=[O:18])[nH:6][n:7](-[c:10]2[c:11]([F:17])[cH:12][c:13]([Cl:16])[cH:14][cH:15]2)[c:8]1=[O:9].[P:19]([Cl:20])([Cl:21])([Cl:22])=[O:23]>>[CH:1]([CH3:2])([CH3:3])[n:4]1[c:5]([Cl:21])[n:6][n:7](-[c:10]2[c:11]([F:17])[cH:12][c:13]([Cl:16])[cH:14][cH:15]2)[c:8]1=[O:9]. Reactants: [N+](=O)([O-])C1=C(C=C(C=C1)OCC(F)(F)F)NC1CCN(CC1)C1CCOCC1 (N-{2-nitro-5-[(2,2,2-trifluoroethyl)oxy]phenyl}-1-(tetrahydro-2H-pyran-4-yl)-4-piperidinamine), O.NN (hydrazine hydrate). Reagents/catalysts: [Ni] (Raney Nickel). Run in C(C)O (ethanol). Product: O1CCC(CC1)N1CCC(CC1)NC=1C(=CC=C(C1)OCC(F)(F)F)N (N2-[1-(Tetrahydro-2H-pyran-4-yl)-4-piperidinyl]-4-[(2,2,2-trifluoroethyl)oxy]-1,2-benzenediamine). Yield: 97.8%. Reaction SMILES: [N+:1]([C:4]1[CH:9]=[CH:8][C:7]([O:10][CH2:11][C:12]([F:15])([F:14])[F:13])=[CH:6][C:5]=1[NH:16][CH:17]1[CH2:22][CH2:21][N:20]([CH:23]2[CH2:28][CH2:27][O:26][CH2:25][CH2:24]2)[CH2:19][CH2:18]1)([O-])=O.O.NN>C(O)C.[Ni]>[O:26]1[CH2:27][CH2:28][CH:23]([N:20]2[CH2:19][CH2:18][CH:17]([NH:16][C:5]3[C:4]([NH2:1])=[CH:9][CH:8]=[C:7]([O:10][CH2:11][C:12]([F:13])([F:15])[F:14])[CH:6]=3)[CH2:22][CH2:21]2)[CH2:24][CH2:25]1 |f:1.2|. Procedure details: A stirred solution of N-{2-nitro-5-[(2,2,2-trifluoroethyl)oxy]phenyl}-1-(tetrahydro-2H-pyran-4-yl)-4-piperidinamine (D56, 210 mg, 0.52 mmol) in ethanol (15 ml) at room temperature under argon was treated with Raney Nickel (20 mg) followed by dropwise addition of hydrazine hydrate (0.16 ml, 5.0 mmol). The mixture was maintained at room temperature for 1 hr, then filtered through Kieselguhr and the filtrate concentrated under vacuum to leave the title compound as a pale grey solid (190 mg, 98%).